This data is from the Open Reaction Database (ORD), a public repository of structured organic reaction records. The task is: describe an organic reaction: reactants, conditions, products, and yield Starting materials: ClCCl, Cc1ncc2c(c1O)COC2C, O=C(OO)c1cccc(Cl)c1, [Na+], [Na+], O=S(=O)([O-])[O-]. Product: Cc1c(O)c2c(c[n+]1[O-])C(C)OC2. As a reaction SMILES: [CH2:31]([Cl:32])[Cl:33].[CH3:1][CH:2]1[O:3][CH2:4][c:5]2[c:6]1[cH:7][n:8][c:9]([CH3:12])[c:10]2[OH:11].[Cl:13][c:14]1[cH:15][c:16]([C:21](=[O:18])[O:22][OH:23])[cH:17][cH:19][cH:20]1.[Na+:24].[Na+:25].[O-:26][S:27](=[O:28])(=[O:29])[O-:30]>>[CH3:1][CH:2]1[O:3][CH2:4][c:5]2[c:6]1[cH:7][n+:8]([O-:18])[c:9]([CH3:12])[c:10]2[OH:11].